This data is from the Open Reaction Database (ORD), a public repository of structured organic reaction records. The task is: describe an organic reaction: reactants, conditions, products, and yield The reactants are CC(=O)O[BH-](OC(C)=O)OC(C)=O, COC(=O)C(Cc1ccc(-c2ccc(Oc3ccccc3)cc2)cc1)NC(=O)c1cc(Cl)ccc1N, COC(=O)CCCCC=O, CC(=O)O, [Na+]. Reaction SMILES: [C:51]([O:52][BH-:53]([O:54][C:55](=[O:56])[CH3:57])[O:58][C:59](=[O:60])[CH3:61])(=[O:62])[CH3:63].[CH3:1][O:2][C:3]([CH:4]([CH2:5][c:6]1[cH:7][cH:8][c:9](-[c:12]2[cH:13][cH:14][c:15]([O:18][c:19]3[cH:20][cH:21][cH:22][cH:23][cH:24]3)[cH:16][cH:17]2)[cH:10][cH:11]1)[NH:25][C:26]([c:27]1[c:28]([NH2:34])[cH:29][cH:30][c:31]([Cl:33])[cH:32]1)=[O:35])=[O:36].[CH3:37][O:38][C:39]([CH2:40][CH2:41][CH2:42][CH2:43][CH:44]=[O:45])=[O:46].[CH3:47][C:48](=[O:49])[OH:50].[Na+:64]>>[CH3:1][O:2][C:3]([CH:4]([CH2:5][c:6]1[cH:7][cH:8][c:9](-[c:12]2[cH:13][cH:14][c:15]([O:18][c:19]3[cH:20][cH:21][cH:22][cH:23][cH:24]3)[cH:16][cH:17]2)[cH:10][cH:11]1)[NH:25][C:26]([c:27]1[c:28]([NH:34][CH2:44][CH2:43][CH2:42][CH2:41][CH2:40][C:39]([O:38][CH3:37])=[O:46])[cH:29][cH:30][c:31]([Cl:33])[cH:32]1)=[O:35])=[O:36]. Product: COC(=O)CCCCCNc1ccc(Cl)cc1C(=O)NC(Cc1ccc(-c2ccc(Oc3ccccc3)cc2)cc1)C(=O)OC.